Dataset: the Open Reaction Database (ORD), a public repository of structured organic reaction records. Task: describe an organic reaction: reactants, conditions, products, and yield Reactants: COC(=O)C=Cc1ccccc1CNC(=O)OC(C)(C)C, CC(C)(C)OC(=O)OC(=O)OC(C)(C)C, CCN(C(C)C)C(C)C, ClCCl, O=C(O)C(F)(F)F. Product: COC(=O)CC1c2ccccc2CN1C(=O)OC(C)(C)C. As a reaction SMILES: [CH3:1][O:2][C:3]([CH:4]=[CH:5][c:6]1[c:7]([CH2:12][NH:13][C:14](=[O:15])[O:16][C:17]([CH3:18])([CH3:19])[CH3:20])[cH:8][cH:9][cH:10][cH:11]1)=[O:21].[CH3:38][C:39]([O:40][C:41]([O:42][C:43]([O:44][C:45]([CH3:46])([CH3:47])[CH3:48])=[O:49])=[O:50])([CH3:51])[CH3:52].[CH:29]([N:30]([CH2:31][CH3:32])[CH:33]([CH3:34])[CH3:35])([CH3:36])[CH3:37].[Cl:53][CH2:54][Cl:55].[F:22][C:23]([F:24])([F:25])[C:26]([OH:27])=[O:28]>>[CH3:1][O:2][C:3]([CH2:4][CH:5]1[c:6]2[c:7]([cH:8][cH:9][cH:10][cH:11]2)[CH2:12][N:13]1[C:14](=[O:15])[O:16][C:17]([CH3:18])([CH3:19])[CH3:20])=[O:21]. The reactants are N (ammonia), C=1C=CC2=C(C1)N=NN2O (HOBt), FC=1C=C(C(=O)O)C=CC1OC1=CC(=CC(=C1)C=1NC(=CC1)C=1SC=CN1)O[C@H](COC)C (3-Fluoro-4-{3-[(1S)-2-methoxy-1-methylethoxy]-5-[5-(1,3-thiazol-2-yl)-1H-pyrrol-2-yl]phenoxy}benzoic acid), CCN=C=NCCCN(C)C.Cl (WSCI.HCl). Run in O (H2O), ClCCl (dichloromethane), O (water). Run at time 7 hour. Product: FC=1C=C(C(=O)N)C=CC1OC1=CC(=CC(=C1)C=1NC(=CC1)C=1SC=CN1)O[C@H](COC)C (3-Fluoro-4-{3-[(1S)-2-methoxy-1-methylethoxy]-5-[5-(1,3-thiazol-2-yl)-1H-pyrrol-2-yl]phenoxy}benzamide). Isolated yield 23.7%. RXN SMILES: [F:1][C:2]1[CH:3]=[C:4]([CH:8]=[CH:9][C:10]=1[O:11][C:12]1[CH:17]=[C:16]([C:18]2[NH:19][C:20]([C:23]3[S:24][CH:25]=[CH:26][N:27]=3)=[CH:21][CH:22]=2)[CH:15]=[C:14]([O:28][C@@H:29]([CH3:33])[CH2:30][O:31][CH3:32])[CH:13]=1)[C:5]([OH:7])=O.N.CC[N:37]=C=NCCCN(C)C.Cl.C1C=CC2N(O)N=NC=2C=1>ClCCl.O>[F:1][C:2]1[CH:3]=[C:4]([CH:8]=[CH:9][C:10]=1[O:11][C:12]1[CH:17]=[C:16]([C:18]2[NH:19][C:20]([C:23]3[S:24][CH:25]=[CH:26][N:27]=3)=[CH:21][CH:22]=2)[CH:15]=[C:14]([O:28][C@@H:29]([CH3:33])[CH2:30][O:31][CH3:32])[CH:13]=1)[C:5]([NH2:37])=[O:7] |f:2.3|. Reported procedure: 3-Fluoro-4-{3-[(1S)-2-methoxy-1-methylethoxy]-5-[5-(1,3-thiazol-2-yl)-1H-pyrrol-2-yl]phenoxy}benzoic acid (40.0 mg, 0.163 mmol) synthesized in Example (44a) was dissolved in dichloromethane (5 mL), and 28% aqueous ammonia solution (0.50 mL), WSCI.HCl (19.6 mg, 0.102 mmol) and HOBt.H2O (13.1 mg, 0.086 mmol) were added, followed by stirring at room temperature for 7 hours under nitrogen atmosphere. To the reaction solution, water (10 mL) was added, and extraction was carried out with ethyl acetate... The product is COC(=O)c1csc(CN(C)C)c1. As a reaction SMILES: [CH2:15]([O:16][CH2:17][CH3:18])[CH3:19].[CH3:12][NH:13][CH3:14].[Cl:1][CH2:2][c:3]1[cH:4][c:5]([C:8](=[O:9])[O:10][CH3:11])[cH:6][s:7]1>>[CH2:2]([c:3]1[cH:4][c:5]([C:8](=[O:9])[O:10][CH3:11])[cH:6][s:7]1)[N:13]([CH3:12])[CH3:14]. Starting materials: CCOCC, CNC, COC(=O)c1csc(CCl)c1. Starting materials: C(C1=CC=CC=C1)(=O)C1=CC(=C2N1CCC2C(=O)O)Br (5-benzoyl-7-bromo-1,2-dihydro-3H-pyrrolo[1,2-a]pyrrole-1-carboxylic acid), Cl (hydrogen chloride), C(C)(C)O (isopropanol). Reaction conditions: time 1.5 hour. Product: C(C1=CC=CC=C1)(=O)C1=CC(=C2N1CCC2C(=O)OC(C)C)Br (isopropyl 5-benzoyl-7-bromo-1,2-dihydro-3H-pyrrolo[1,2-a]pyrrole-1-carboxylate). Reaction SMILES: [C:1]([C:9]1[N:13]2[CH2:14][CH2:15][CH:16]([C:17]([OH:19])=[O:18])[C:12]2=[C:11]([Br:20])[CH:10]=1)(=[O:8])[C:2]1[CH:7]=[CH:6][CH:5]=[CH:4][CH:3]=1.Cl.[CH:22](O)([CH3:24])[CH3:23]>>[C:1]([C:9]1[N:13]2[CH2:14][CH2:15][CH:16]([C:17]([O:19][CH:22]([CH3:24])[CH3:23])=[O:18])[C:12]2=[C:11]([Br:20])[CH:10]=1)(=[O:8])[C:2]1[CH:3]=[CH:4][CH:5]=[CH:6][CH:7]=1. Reported procedure: A solution of 1.34 g. of 5-benzoyl-7-bromo-1,2-dihydro-3H-pyrrolo[1,2-a]pyrrole-1-carboxylic acid in 50 ml. of isopropanol, cooled in an ice bath is saturated with gaseous hydrogen chloride, maintaining the temperature of the reaction mixture below 50° C. The ice bath is then removed and the reaction mixture is stirred for 1.5 hours at room temperature, and evaporated to dryness under reduced pressure; 10 ml. of benzene is added to the residue and the solution is evaporated under vacuum once aga... The reactants are ON1C(CCC1=O)=O (N-Hydroxysuccinimide), ICC(=O)O (iodoacetic acid), C1CCC(CC1)N=C=NC2CCCCC2 (DCC). Solvent: CCOC(=O)C (EtOAc). Reaction conditions: time 5 hour. Product: ICC(=O)ON1C(CCC1=O)=O (N-Iodoacetoxysuccinimide). The yield is 70.7%. RXN SMILES: [OH:1][N:2]1[C:6](=[O:7])[CH2:5][CH2:4][C:3]1=[O:8].[I:9][CH2:10][C:11](O)=[O:12].C1CCC(N=C=NC2CCCCC2)CC1>CCOC(C)=O>[I:9][CH2:10][C:11]([O:1][N:2]1[C:6](=[O:7])[CH2:5][CH2:4][C:3]1=[O:8])=[O:12]. Procedure: N-Hydroxysuccinimide (1 g, 8.7 mmole), iodoacetic acid (8.7 mmole, 1.6 g), and DCC (8.7 mmole, 1.7 g) were added to 250 mL of EtOAc and the mixture was stirred at room temperature for 5 hours. The mixture was filtered and the filtrate concentrated to dryness in vacuo. The residue was crystallized from ethanol to yield 1.74 g (71%) of white crystals, mp 148-150° C. Reactants: CC(C)(C)[Si](C)(C)OCCc1csc(CN2CCC3(CC2)CN(C(=O)C(F)(F)F)CCO3)c1, CCCC[N+](CCCC)(CCCC)CCCC, C1CCOC1, [F-]. Yields the product O=C(N1CCOC2(CCN(Cc3cc(CCO)cs3)CC2)C1)C(F)(F)F. As a reaction SMILES: [C:19]([Si:20]([CH3:21])([CH3:22])[O:24][CH2:25][CH2:26][c:27]1[cH:28][c:29]([CH2:32][N:33]2[CH2:34][CH2:35][C:36]3([CH2:37][N:38]([C:42]([C:43]([F:44])([F:45])[F:46])=[O:47])[CH2:39][CH2:40][O:41]3)[CH2:48][CH2:49]2)[s:30][cH:31]1)([CH3:23])([CH3:50])[CH3:51].[CH2:2]([N+:3]([CH2:4][CH2:5][CH2:6][CH3:7])([CH2:8][CH2:9][CH2:10][CH3:11])[CH2:12][CH2:13][CH2:14][CH3:15])[CH2:16][CH2:17][CH3:18].[CH2:52]1[O:53][CH2:54][CH2:55][CH2:56]1.[F-:1]>>[OH:24][CH2:25][CH2:26][c:27]1[cH:28][c:29]([CH2:32][N:33]2[CH2:34][CH2:35][C:36]3([CH2:37][N:38]([C:42]([C:43]([F:44])([F:45])[F:46])=[O:47])[CH2:39][CH2:40][O:41]3)[CH2:48][CH2:49]2)[s:30][cH:31]1. Reactants: CCc1[nH]c(=S)[nH]c1-c1cc(C(C)(C)C)c(O)c(C(C)(C)C)c1, CCO. Reaction SMILES: [C:1]([CH3:2])([CH3:3])([CH3:4])[c:5]1[cH:6][c:7](-[c:16]2[nH:17][c:18](=[S:23])[nH:19][c:20]2[CH2:21][CH3:22])[cH:8][c:9]([C:12]([CH3:13])([CH3:14])[CH3:15])[c:10]1[OH:11].[CH3:24][CH2:25][OH:26]>>[C:1]([CH3:2])([CH3:3])([CH3:4])[c:5]1[cH:6][c:7](-[c:16]2[n:17][cH:18][nH:19][c:20]2[CH2:21][CH3:22])[cH:8][c:9]([C:12]([CH3:13])([CH3:14])[CH3:15])[c:10]1[OH:11]. Product: CCc1[nH]cnc1-c1cc(C(C)(C)C)c(O)c(C(C)(C)C)c1. The reactants are C1(=CC=CC=C1)NC(=O)N1CCNCC1 (piperazine-1-carboxylic acid phenylamide), BrC=1C=C2CCC(CC2=CC1)=O (6-bromo-3,4-dihydro-1H-naphthalen-2-one). Product: C1(=CC=CC=C1)NC(=O)N1CCN(CC1)C1CC2=CC=C(C=C2CC1)Br (4-(6-Bromo-1,2,3,4-tetrahydro-naphthalen-2-yl)-piperazine-1-carboxylic acid phenylamide). Reaction SMILES: [C:1]1([NH:7][C:8]([N:10]2[CH2:15][CH2:14][NH:13][CH2:12][CH2:11]2)=[O:9])[CH:6]=[CH:5][CH:4]=[CH:3][CH:2]=1.[Br:16][C:17]1[CH:18]=[C:19]2[C:24](=[CH:25][CH:26]=1)[CH2:23][C:22](=O)[CH2:21][CH2:20]2>>[C:1]1([NH:7][C:8]([N:10]2[CH2:15][CH2:14][N:13]([CH:22]3[CH2:21][CH2:20][C:19]4[C:24](=[CH:25][CH:26]=[C:17]([Br:16])[CH:18]=4)[CH2:23]3)[CH2:12][CH2:11]2)=[O:9])[CH:6]=[CH:5][CH:4]=[CH:3][CH:2]=1. Reported procedure: The title compound was prepared from piperazine-1-carboxylic acid phenylamide and 6-bromo-3,4-dihydro-1H-naphthalen-2-one. 1H NMR (400 MHz, CDCl3): 7.37-7.21 (m, 6H), 7.06-7.02 (m, 1H), 6.96-6.94 (m, 1H), 6.33 (s, 1H), 3.55-3.53 (m, 4H), 2.94-2.64 (m, 9H), 2.12-2.08 (m, 1H), 1.69-1.61 (m, 1H). The reactants are C(=O)C=1C=C(\C=C\2/C[C@H]3C[C@H]([C@H]([C@H]3C2)\C=C\[C@H](C(CC#CC)C)OC2OCCCC2)OC2OCCCC2)C=CC1 ((3E)-(1S,5S,6S,7R)- 3-(m-formylbenzylidene)-6-[(E)-(3S,4RS)-4-methyl-3-(tetrahydropyran-2-yloxy)oct-1-en-6-ynyl]-7-(tetrahydropyran-2-yloxy)bicyclo[3.3.0]octane), O=[Cr](=O)=O.C1=NC=CC=C1.C2=NC=CC=C2 (Collins reagent), CCOCC (ether), CC(=O)C (methyl ketone). Run in ClCCl (dichloromethane), ClCCl (dichloromethane). Conditions: time 15 minute. Yields the product C(C)(=O)C=1C=C(\C=C\2/C[C@H]3C[C@H]([C@H]([C@H]3C2)\C=C\[C@H](C(CC#CC)C)O)O)C=CC1 ((3E)-(1S,5S,6S,7R)-3-(m-Acetylbenzylidene)-7-hydroxy-6-[(E)-(3S,4RS)3-hydroxy-4-methyloct-1-en-6-ynyl]-bicyclo[3.3.0]octane). RXN SMILES: [CH:1]([C:3]1[CH:4]=[C:5]([CH:38]=CC=1)/[CH:6]=[C:7]1\[CH2:8][C@@H:9]2[C@H:13]([CH2:14]\1)[C@H:12](/[CH:15]=[CH:16]/[C@@H:17]([O:24]C1CCCCO1)[CH:18]([CH3:23])[CH2:19][C:20]#[C:21][CH3:22])[C@H:11]([O:31]C1CCCCO1)[CH2:10]2)=O.[CH3:41][C:42]([CH3:44])=[O:43].O=[Cr](=O)=O.C1C=CC=CN=1.C1C=CC=CN=1.CCOCC>ClCCl>[C:42]([C:44]1[CH:38]=[C:5]([CH:4]=[CH:3][CH:1]=1)/[CH:6]=[C:7]1\[CH2:8][C@@H:9]2[C@H:13]([CH2:14]\1)[C@H:12](/[CH:15]=[CH:16]/[C@@H:17]([OH:24])[CH:18]([CH3:23])[CH2:19][C:20]#[C:21][CH3:22])[C@H:11]([OH:31])[CH2:10]2)(=[O:43])[CH3:41] |f:2.3.4|. Reported procedure: In order to convert the thus-obtained carbinol into the methyl ketone, the residue is dissolved in 50 ml of dichloromethane and this solution is added to 6 g of Collins reagent in 80 ml of dichloromethane. After 15 minutes, the mixture is combined with 300 ml of ether, filtered, and the filtrate washed in succession with water, 5% sodium bicarbonate solution, 10% strength sulfuric acid, and water, dried over magnesium sulfate, and evaporated under vacuum. The reactants are CCc1c2n(c3ccccc13)C(=O)C(C(O)c1ncn(C(c3ccccc3)(c3ccccc3)c3ccccc3)c1C)CC2, CC(=O)OC(C)=O, c1ccncc1. RXN SMILES: [CH2:8]([CH3:9])[c:10]1[c:11]2[n:12]([c:13]3[cH:14][cH:15][cH:16][cH:17][c:18]13)[C:19](=[O:50])[CH:20]([CH:23]([c:24]1[n:25][cH:26][n:27]([C:30]([c:31]3[cH:32][cH:33][cH:34][cH:35][cH:36]3)([c:37]3[cH:38][cH:39][cH:40][cH:41][cH:42]3)[c:43]3[cH:44][cH:45][cH:46][cH:47][cH:48]3)[c:28]1[CH3:29])[OH:49])[CH2:21][CH2:22]2.[CH3:1][C:2](=[O:3])[O:4][C:5](=[O:6])[CH3:7].[cH:51]1[cH:52][cH:53][n:54][cH:55][cH:56]1>>[CH3:1][C:2](=[O:3])[O:49][CH:23]([CH:20]1[C:19](=[O:50])[n:12]2[c:11]([c:10]([CH2:8][CH3:9])[c:18]3[c:13]2[cH:14][cH:15][cH:16][cH:17]3)[CH2:22][CH2:21]1)[c:24]1[n:25][cH:26][n:27]([C:30]([c:31]2[cH:32][cH:33][cH:34][cH:35][cH:36]2)([c:37]2[cH:38][cH:39][cH:40][cH:41][cH:42]2)[c:43]2[cH:44][cH:45][cH:46][cH:47][cH:48]2)[c:28]1[CH3:29]. Yields the product CCc1c2n(c3ccccc13)C(=O)C(C(OC(C)=O)c1ncn(C(c3ccccc3)(c3ccccc3)c3ccccc3)c1C)CC2.